This data is from the Open Reaction Database (ORD), a public repository of structured organic reaction records. The task is: describe an organic reaction: reactants, conditions, products, and yield Starting materials: C(=O)NCCCCCCNC=O (N,N'-diformyl-(1,6-diaminohexane)), C1(=CC=C(C=C1)S(=O)(=O)Cl)C (p-toluene sulfonyl chloride). Yields the product [N+](#[C-])CCCCCC[N+]#[C-] (1,6-diisocyanohexane). As a reaction SMILES: [CH:1]([NH:3][CH2:4][CH2:5][CH2:6][CH2:7][CH2:8][CH2:9][NH:10][CH:11]=O)=O.C1(C)C=CC(S(Cl)(=O)=O)=CC=1>>[N+:3]([CH2:4][CH2:5][CH2:6][CH2:7][CH2:8][CH2:9][N+:10]#[C-:11])#[C-:1]. Reported procedure: 1,6-diisocyanohexane was prepared by dehydration of N,N'-diformyl-(1,6-diaminohexane) with p-toluene sulfonyl chloride, essentially as described by Heztler and Covey (N. R. Heztler and E. J. Corey (1918), J. Org. Chem. 23 1222). Reactants: C1NCCC2=CC=CC=C12 (3,4-dihydro-1H-isoquinoline), ClCCCC(=O)Cl (4-chlorobutanoyl chloride). Product: ClCCCC(=O)N1CC2=CC=CC=C2CC1 (4-Chloro-1-(3,4-dihydro-1H-isoquinolin-2-yl)butan-1-one). Reaction SMILES: [CH2:1]1[C:10]2[C:5](=[CH:6][CH:7]=[CH:8][CH:9]=2)[CH2:4][CH2:3][NH:2]1.[Cl:11][CH2:12][CH2:13][CH2:14][C:15](Cl)=[O:16]>>[Cl:11][CH2:12][CH2:13][CH2:14][C:15]([N:2]1[CH2:3][CH2:4][C:5]2[C:10](=[CH:9][CH:8]=[CH:7][CH:6]=2)[CH2:1]1)=[O:16]. Reported procedure: from 3,4-dihydro-1H-isoquinoline and 4-chlorobutanoyl chloride Reactants: CC1(C)Oc2ccc(C#N)cc2C2OC21, CS(C)=O, CCOC(C)=O, [H-], [Na+], O=c1ccc(-c2c(-c3ccccc3)nn3ccccc23)n[nH]1. The product is CC1(C)Oc2ccc(C#N)cc2C(n2nc(-c3c(-c4ccccc4)nn4ccccc34)ccc2=O)C1O. Reaction SMILES: [CH3:23][C:24]1([CH3:37])[O:25][c:26]2[cH:27][cH:28][c:29]([C:35]#[N:36])[cH:30][c:31]2[CH:32]2[CH:33]1[O:34]2.[CH3:40][S:41]([CH3:42])=[O:43].[CH3:44][CH2:45][O:46][C:47](=[O:48])[CH3:49].[H-:38].[Na+:39].[O:1]=[c:2]1[nH:3][n:4][c:5](-[c:8]2[c:9](-[c:17]3[cH:18][cH:19][cH:20][cH:21][cH:22]3)[n:10][n:11]3[c:12]2[cH:13][cH:14][cH:15][cH:16]3)[cH:6][cH:7]1>>[O:1]=[c:2]1[n:3]([CH:32]2[c:31]3[c:26]([cH:27][cH:28][c:29]([C:35]#[N:36])[cH:30]3)[O:25][C:24]([CH3:23])([CH3:37])[CH:33]2[OH:34])[n:4][c:5](-[c:8]2[c:9](-[c:17]3[cH:18][cH:19][cH:20][cH:21][cH:22]3)[n:10][n:11]3[c:12]2[cH:13][cH:14][cH:15][cH:16]3)[cH:6][cH:7]1. Reactants: C1CCOC1, Cl, COc1cc(CC(=O)OCc2ccccc2)ccc1NC(=O)Nc1ccccc1F, [Na+], [OH-]. The product is COc1cc(CC(=O)O)ccc1NC(=O)Nc1ccccc1F. As a reaction SMILES: [CH2:34]1[O:35][CH2:36][CH2:37][CH2:38]1.[ClH:33].[F:1][c:2]1[c:3]([NH:8][C:9]([NH:10][c:11]2[c:12]([O:28][CH3:29])[cH:13][c:14]([CH2:17][C:18](=[O:19])[O:20][CH2:21][c:22]3[cH:23][cH:24][cH:25][cH:26][cH:27]3)[cH:15][cH:16]2)=[O:30])[cH:4][cH:5][cH:6][cH:7]1.[Na+:32].[OH-:31]>>[F:1][c:2]1[c:3]([NH:8][C:9]([NH:10][c:11]2[c:12]([O:28][CH3:29])[cH:13][c:14]([CH2:17][C:18](=[O:19])[OH:20])[cH:15][cH:16]2)=[O:30])[cH:4][cH:5][cH:6][cH:7]1. The reactants are C(CCC)NN1C=CC=C1 (butyl-pyrrol-1-yl-amine), C(C)OC(C(C(=O)OCC)C(=O)OCC)=O (2-ethoxycarbonyl-malonic acid diethyl ester). Run at temperature 170 celsius. The product is C(C)OC(=O)C1=C(C=2N(N(C1=O)CCCC)C=CC2)O (1-Butyl-4-hydroxy-2-oxo-1,2-dihydro-pyrrolo[1,2-b]pyridazine-3-carboxylic acid ethyl ester). Reaction SMILES: [CH2:1]([NH:5][N:6]1[CH:10]=[CH:9][CH:8]=[CH:7]1)[CH2:2][CH2:3][CH3:4].[CH2:11]([O:13][C:14](=[O:26])[CH:15]([C:21](OCC)=[O:22])[C:16](OCC)=[O:17])[CH3:12]>>[CH2:11]([O:13][C:14]([C:15]1[C:16](=[O:17])[N:5]([CH2:1][CH2:2][CH2:3][CH3:4])[N:6]2[CH:10]=[CH:9][CH:8]=[C:7]2[C:21]=1[OH:22])=[O:26])[CH3:12]. Reported procedure: A mixture of butyl-pyrrol-1-yl-amine (943 mg) and 2-ethoxycarbonyl-malonic acid diethyl ester (3.15 mL) in a test tube was heated for 30 min at 170° C. and then 30 min at 200° C.; then cooled, the residue was directly column-purified to give the desired product (778 mg) as brown liquid. ESI (m/z): 279 (M+H)+. Starting materials: C([O-])([O-])=O.[K+].[K+] (potassium carbonate), C(C=C)Br (allyl bromide), CC1=C(C(N(C1)C(C(=O)O)(C)C)=O)C1=CC=CC=C1 (2-(4-methyl-2-oxo-3-phenyl-3-pyrrolin-1-yl)isobutyric acid). Solvent: C(C)#N (acetonitrile), C(C)#N (acetonitrile). The product is CC1=C(C(N(C1)C(C(=O)OCC=C)(C)C)=O)C1=CC=CC=C1 (allyl 2-(4-methyl-2-oxo-3-phenyl-3-pyrrolin-1-yl)isobutyrate). The yield is 80.6%. Reaction SMILES: [CH3:1][C:2]1[CH2:6][N:5]([C:7]([CH3:12])([CH3:11])[C:8]([OH:10])=[O:9])[C:4](=[O:13])[C:3]=1[C:14]1[CH:19]=[CH:18][CH:17]=[CH:16][CH:15]=1.C(=O)([O-])[O-].[K+].[K+].[CH2:26](Br)[CH:27]=[CH2:28]>C(#N)C>[CH3:1][C:2]1[CH2:6][N:5]([C:7]([CH3:11])([CH3:12])[C:8]([O:10][CH2:28][CH:27]=[CH2:26])=[O:9])[C:4](=[O:13])[C:3]=1[C:14]1[CH:15]=[CH:16][CH:17]=[CH:18][CH:19]=1 |f:1.2.3|. Procedure: 1.5 g (5.8 mmol) of 2-(4-methyl-2-oxo-3-phenyl-3-pyrrolin-1-yl)isobutyric acid was dissolved in 50 ml of acetonitrile, and 0.83 g (6 mmol) of potassium carbonate and 0.73 g (6 mmol) of allyl bromide were added thereto. The mixture was refluxed under heating for 1 hour. After completion of the reaction, acetonitrile was distilled off, and ice water was added to the residue. The mixture was extracted with ethyl acetate. The extract was treated by a conventional method to obtain 1.7 g of a crude pr... Starting materials: solution, C(C(=O)O)(=O)O (oxalic acid), S1C2=C(C=C1)C=C(C=C2)CCOCCN(CCC)CCC (N-[2-(2-benzo[b]thiophen-5-ylethoxy)ethyl]-N,N-dipropylamine). Solvent: C(C)(=O)OCC (ethyl acetate), C(C)(=O)OCC (ethyl acetate). Reaction conditions: time 2 hour. The product is C(C(=O)O)(=O)O.S1C2=C(C=C1)C=C(C=C2)CCOCCN(CCC)CCC (N-[2-(2-benzo[b]thiophen-5-ylethoxy)ethyl]-N,N-dipropylamine oxalate). Yield: 72.1%. As a reaction SMILES: [S:1]1[CH:5]=[CH:4][C:3]2[CH:6]=[C:7]([CH2:10][CH2:11][O:12][CH2:13][CH2:14][N:15]([CH2:19][CH2:20][CH3:21])[CH2:16][CH2:17][CH3:18])[CH:8]=[CH:9][C:2]1=2.[C:22]([OH:27])(=[O:26])[C:23]([OH:25])=[O:24]>C(OCC)(=O)C>[C:22]([OH:27])(=[O:26])[C:23]([OH:25])=[O:24].[S:1]1[CH:5]=[CH:4][C:3]2[CH:6]=[C:7]([CH2:10][CH2:11][O:12][CH2:13][CH2:14][N:15]([CH2:19][CH2:20][CH3:21])[CH2:16][CH2:17][CH3:18])[CH:8]=[CH:9][C:2]1=2 |f:3.4|. Procedure details: In 1 mL of ethyl acetate is dissolved 0.60 g of N-[2-(2-benzo[b]thiophen-5-ylethoxy)ethyl]-N,N-dipropylamine, to which is added 2 mL of a solution of 0.18 g of oxalic acid in ethyl acetate. The resulting mixture is stirred at ambient temperature for 2 hours. The deposited crystal is collected by filtration, washed with ethyl acetate and dried to obtain 0.56 g of N-[2-(2-benzo[b]thiophen-5-ylethoxy)ethyl]-N,N-dipropylamine oxalate.